This data is from the Open Reaction Database (ORD), a public repository of structured organic reaction records. The task is: describe an organic reaction: reactants, conditions, products, and yield Starting materials: ClC(=O)OCC1=CC=CC=C1 (benzyl chloroformate), C(C)(C)(C)OC(=O)N1CC(CCC1)(C(CO)C)N (3-amino-3-(2-hydroxy-1-methylethyl)piperidine-1-carboxylic acid tert-butyl ester), C1(=CC=CC=C1)P(C1=CC=CC=C1)C1=CC=CC=C1 (triphenylphosphine), C(Br)(Br)(Br)Br (carbon tetrabromide). The solvent is C(C)N(CC)CC (triethylamine), ClCCl (dichloromethane), C(C)N(CC)CC (triethylamine), O (water). Reaction conditions: time 2.5 hour. Yields the product C(C)(C)(C)OC(=O)N1CC2(C(CN2C(=O)OCC2=CC=CC=C2)C)CCC1 (3-methyl-1,6-diazaspiro[3,5]nonane-1,6-dicarboxylic acid 1-benzyl ester 6-tert-butyl ester). Reaction SMILES: [C:1]([O:5][C:6]([N:8]1[CH2:13][CH2:12][CH2:11][C:10]([NH2:18])([CH:14]([CH3:17])[CH2:15]O)[CH2:9]1)=[O:7])([CH3:4])([CH3:3])[CH3:2].C1(P(C2C=CC=CC=2)C2C=CC=CC=2)C=CC=CC=1.C(Br)(Br)(Br)Br.Cl[C:44]([O:46][CH2:47][C:48]1[CH:53]=[CH:52][CH:51]=[CH:50][CH:49]=1)=[O:45]>ClCCl.O.C(N(CC)CC)C>[C:1]([O:5][C:6]([N:8]1[CH2:13][CH2:12][CH2:11][C:10]2([N:18]([C:44]([O:46][CH2:47][C:48]3[CH:53]=[CH:52][CH:51]=[CH:50][CH:49]=3)=[O:45])[CH2:15][CH:14]2[CH3:17])[CH2:9]1)=[O:7])([CH3:4])([CH3:3])[CH3:2]. Procedure details: To a solution of an optically-active compound of 3-amino-3-(2-hydroxy-1-methylethyl)piperidine-1-carboxylic acid tert-butyl ester (258 mg), triphenylphosphine (472 mg) and triethylamine (502 μl) in dichloromethane (7.7 ml) cooled to 0° C. was added carbon tetrabromide (596 mg). The reaction mixture was stirred at room temperature for 2.5 hours and cooled to 4° C. Then, thereto were added triethylamine (279 μl) and benzyl chloroformate (267 μl), and the mixture was stirred for 40 minutes. To the ... The reactants are CNCCn1nc(-c2cccc(Br)c2)c2cnccc21, CN(C)C=O, CCO, Fc1ccc2c(-c3ccc(OCC4CO4)cc3)noc2c1. Yields the product CN(CCn1nc(-c2cccc(Br)c2)c2cnccc21)CC(O)COc1ccc(-c2noc3cc(F)ccc23)cc1. Reaction SMILES: [Br:22][c:23]1[cH:24][c:25](-[c:29]2[n:30][n:31]([CH2:38][CH2:39][NH:40][CH3:41])[c:32]3[c:33]2[cH:34][n:35][cH:36][cH:37]3)[cH:26][cH:27][cH:28]1.[CH3:42][N:43]([CH3:44])[CH:45]=[O:46].[CH3:47][CH2:48][OH:49].[F:1][c:2]1[cH:3][c:4]2[c:5]([c:6](-[c:9]3[cH:10][cH:11][c:12]([O:15][CH2:16][CH:17]4[O:18][CH2:19]4)[cH:13][cH:14]3)[n:7][o:8]2)[cH:20][cH:21]1>>[F:1][c:2]1[cH:3][c:4]2[c:5]([c:6](-[c:9]3[cH:10][cH:11][c:12]([O:15][CH2:16][CH:17]([OH:18])[CH2:19][N:40]([CH2:39][CH2:38][n:31]4[n:30][c:29](-[c:25]5[cH:24][c:23]([Br:22])[cH:28][cH:27][cH:26]5)[c:33]5[c:32]4[cH:37][cH:36][n:35][cH:34]5)[CH3:41])[cH:13][cH:14]3)[n:7][o:8]2)[cH:20][cH:21]1.